From a dataset of the Open Reaction Database (ORD), a public repository of structured organic reaction records. describe an organic reaction: reactants, conditions, products, and yield Reactants: BrCCC(=O)O (3-bromopropanoic acid), SC=1OC2=C(N1)C=CC=C2 (2-mercaptobenzoxazole), solution, [OH-].[K+] (potassium hydroxide). Solvent: C(C)O (Ethanol). Yields the product O1C(=NC2=C1C=CC=C2)SCCC(=O)O (3-(benzoxazol-2-ylthio)propanoic acid). Isolated yield 58.2%. Reaction SMILES: Br[CH2:2][CH2:3][C:4]([OH:6])=[O:5].[SH:7][C:8]1[O:9][C:10]2[CH:16]=[CH:15][CH:14]=[CH:13][C:11]=2[N:12]=1.[OH-].[K+]>C(O)C>[O:9]1[C:10]2[CH:16]=[CH:15][CH:14]=[CH:13][C:11]=2[N:12]=[C:8]1[S:7][CH2:2][CH2:3][C:4]([OH:6])=[O:5] |f:2.3|. Reported procedure: Ethanol (EtOH) (35 ml), 3-bromopropanoic acid (1.53 g, 10 mmols) and 2-mercaptobenzoxazole (1.51 g, 10mmols) were added in that order to an aqueous (15 ml) solution of potassium hydroxide (KOH) (1.0 g, 17.8 mmols), and heated under reflux for 3 hours. The reaction mixture was concentrated under reduced pressure, water was added to the resulting residue, and this was made acidic (pH=1) with 1N HCl added thereto. The precipitate formed was taken out through filtration, and crystallized in acetone-... Reactants: Clc1nc2ccccc2c2c1nc(-c1ccccc1)n2CCN1CCC2(CC1)OCCO2, [Na+], [OH-], O=S(=O)(O)O. The product is O=C1CCN(CCn2c(-c3ccccc3)nc3c(Cl)nc4ccccc4c32)CC1. Reaction SMILES: [Cl:1][c:2]1[n:3][c:4]2[cH:5][cH:6][cH:7][cH:8][c:9]2[c:10]2[c:11]1[n:12][c:13](-[c:27]1[cH:28][cH:29][cH:30][cH:31][cH:32]1)[n:14]2[CH2:15][CH2:16][N:17]1[CH2:18][CH2:19][C:20]2([CH2:21][CH2:22]1)[O:23][CH2:26][CH2:25][O:24]2.[Na+:39].[OH-:38].[S:33](=[O:34])(=[O:35])([OH:36])[OH:37]>>[Cl:1][c:2]1[n:3][c:4]2[cH:5][cH:6][cH:7][cH:8][c:9]2[c:10]2[c:11]1[n:12][c:13](-[c:27]1[cH:28][cH:29][cH:30][cH:31][cH:32]1)[n:14]2[CH2:15][CH2:16][N:17]1[CH2:18][CH2:19][C:20](=[O:23])[CH2:21][CH2:22]1. The reactants are BrC1=CC=C(N)C=C1 (4-Bromoaniline), FC1=C(C(=O)Cl)C(=CC=C1)F (2,6-difluorobenzoyl chloride). Reagents/catalysts: [Cl-].[Zn+2].[Cl-] (zinc chloride). The solvent is Cl (hydrochloric acid). Run at temperature 180 celsius, time 3 hour. Yields the product NC1=C(C=C(C=C1)Br)C(=O)C1=C(C=CC=C1F)F ((2-amino-5-bromophenyl)(2,6-difluorophenyl)methanone). Yield: 28.9%. As a reaction SMILES: [Br:1][C:2]1[CH:8]=[CH:7][C:5]([NH2:6])=[CH:4][CH:3]=1.[F:9][C:10]1[CH:18]=[CH:17][CH:16]=[C:15]([F:19])[C:11]=1[C:12](Cl)=[O:13]>[Cl-].[Zn+2].[Cl-].Cl>[NH2:6][C:5]1[CH:7]=[CH:8][C:2]([Br:1])=[CH:3][C:4]=1[C:12]([C:11]1[C:10]([F:9])=[CH:18][CH:17]=[CH:16][C:15]=1[F:19])=[O:13] |f:2.3.4|. Reported procedure: 4-Bromoaniline (14.9 g, 86.5 mmol) was heated to 120° C. and 2,6-difluorobenzoyl chloride (36.7 g, 208 mmol) was added. The temperature of the mixture was raised to 180° C. and zinc chloride (14.2 g, 104 mmol) was added. The temperature of the mixture was raised to 205° C. and the mixture was stirred for 3 hrs. The reaction mixture was cooled to 150° C., and 4N hydrochloric acid (100 ml) was added, and the mixture was heated under reflux for 15 min. The supernatant was removed, 4N hydrochloric a...